This data is from the Open Reaction Database (ORD), a public repository of structured organic reaction records. The task is: describe an organic reaction: reactants, conditions, products, and yield The reactants are O=[N+]([O-])c1cc(Br)ccc1CBr, C[S-], [Na+], C1CCOC1. Product: CSc1ccc(Br)cc1[N+](=O)[O-]. Reaction SMILES: [Br:1][c:2]1[cH:3][c:4]([N+:10](=[O:11])[O-:12])[c:5]([CH2:8][Br:9])[cH:6][cH:7]1.[CH3:13][S-:14].[Na+:15].[O:16]1[CH2:17][CH2:18][CH2:19][CH2:20]1>>[Br:1][c:2]1[cH:3][c:4]([N+:10](=[O:11])[O-:12])[c:5]([S:14][CH3:13])[cH:6][cH:7]1. Reactants: CCOC(=O)C(C)C, C1CCOC1, COc1c(C)c2c(c(OCOC(C)OC)c1CC=C(C)C=O)C(=O)OC2, [Li]CCCC, CC(C)NC(C)C, [Cl-], [NH4+]. The product is CCOC(=O)C(C)(C)C(O)C(C)=CCc1c(OC)c(C)c2c(c1OCOC(C)OC)C(=O)OC2. Reaction SMILES: [C:13]([CH:14]([CH3:15])[CH3:16])(=[O:17])[O:18][CH2:19][CH3:20].[CH2:49]1[O:50][CH2:51][CH2:52][CH2:53]1.[CH3:21][O:22][c:23]1[c:24]([CH2:41][CH:42]=[C:43]([CH:44]=[O:45])[CH3:46])[c:25]([O:34][CH2:35][O:36][CH:37]([CH3:38])[O:39][CH3:40])[c:26]2[c:30]([c:31]1[CH3:32])[CH2:29][O:28][C:27]2=[O:33].[CH3:8][CH2:9][CH2:10][CH2:11][Li:12].[CH:1]([NH:2][CH:3]([CH3:4])[CH3:5])([CH3:6])[CH3:7].[Cl-:47].[NH4+:48]>>[C:13]([C:14]([CH3:15])([CH3:16])[CH:44]([C:43](=[CH:42][CH2:41][c:24]1[c:23]([O:22][CH3:21])[c:31]([CH3:32])[c:30]2[c:26]([c:25]1[O:34][CH2:35][O:36][CH:37]([CH3:38])[O:39][CH3:40])[C:27](=[O:33])[O:28][CH2:29]2)[CH3:46])[OH:45])(=[O:17])[O:18][CH2:19][CH3:20]. Starting materials: NCCN1CCN(CC1)CC(COC=1C=CC2=C(N=C(S2)C)C1)O (1-[4-(2-aminoethyl)piperazinyl]-3-(2-methylbenzothiazol-5-yloxy)propan-2-ol), C1(=CC=CC=C1)S(=O)(=O)Cl (benzene sulfonyl chloride). The solvent is COCCOC (DME). Reaction conditions: temperature 0 celsius, time 5 minute. The product is O[C@H](CN1CCN(CC1)CCNS(=O)(=O)C1=CC=CC=C1)COC=1C=CC2=C(N=C(S2)C)C1 ((2-{4-[(2R)-2-hydroxy-3-(2-methylbenzothiazol-5-yloxy)propyl]piperazinyl}ethyl)(phenylsulfonyl)amine). RXN SMILES: [NH2:1][CH2:2][CH2:3][N:4]1[CH2:9][CH2:8][N:7]([CH2:10][CH:11]([OH:24])[CH2:12][O:13][C:14]2[CH:15]=[CH:16][C:17]3[S:21][C:20]([CH3:22])=[N:19][C:18]=3[CH:23]=2)[CH2:6][CH2:5]1.[C:25]1([S:31](Cl)(=[O:33])=[O:32])[CH:30]=[CH:29][CH:28]=[CH:27][CH:26]=1>COCCOC>[OH:24][C@@H:11]([CH2:12][O:13][C:14]1[CH:15]=[CH:16][C:17]2[S:21][C:20]([CH3:22])=[N:19][C:18]=2[CH:23]=1)[CH2:10][N:7]1[CH2:8][CH2:9][N:4]([CH2:3][CH2:2][NH:1][S:31]([C:25]2[CH:30]=[CH:29][CH:28]=[CH:27][CH:26]=2)(=[O:33])=[O:32])[CH2:5][CH2:6]1. Procedure: A solution of 1-[4-(2-aminoethyl)piperazinyl]-3-(2-methylbenzothiazol-5-yloxy)propan-2-ol (60 mg, 0.171 mmol) in DME (6 mL) was cooled to 0° C. and benzene sulfonyl chloride (0.022 mL, 0.172 mmol) was added. The solution was stirred at 0° C. for 5 min and then at RT for 10 min. The reaction mixture was concentrated to an oil and purified via flash column chromatography (9:1 CHCl3/MeOH) to afford (2-{4-[(2R)-2-hydroxy-3-(2-methylbenzothiazol-5-yloxy)propyl]piperazinyl}ethyl)(phenylsulfonyl)amine.